describe an organic reaction: reactants, conditions, products, and yield From a dataset of the Open Reaction Database (ORD), a public repository of structured organic reaction records. Reactants: C(C)(C)(C)C=1C=C(C=C(C1O)C(C)(C)C)C1=NNC2=NC=CC=C21 (3-(3,5-di-tertiary butyl-4-hydroxyphenyl)-1H-pyrazolo[3,4-b]pyridine), C([O-])([O-])=O.[K+].[K+] (potassium carbonate), ClCC1OC(OC1)=O (4-chloromethyl-2-oxo-1,3-dioxolane). The solvent is CN(C=O)C (dimethylformamide). Reaction conditions: temperature 65 celsius, time 4 hour. Yields the product C(C)(C)(C)C=1C=C(C=C(C1O)C(C)(C)C)C1=NN(C2=NC=CC=C21)CC2OC(OC2)=O (3-(3,5-di-tertiary butyl-4-hydroxyphenyl)-1-(2-oxo-1,3-dioxolan-4-ylmethyl)-1H-pyrazolo[3,4-b]pyridine). Yield: 70.5%. As a reaction SMILES: [C:1]([C:5]1[CH:6]=[C:7]([C:16]2[C:24]3[C:19](=[N:20][CH:21]=[CH:22][CH:23]=3)[NH:18][N:17]=2)[CH:8]=[C:9]([C:12]([CH3:15])([CH3:14])[CH3:13])[C:10]=1[OH:11])([CH3:4])([CH3:3])[CH3:2].C(=O)([O-])[O-].[K+].[K+].Cl[CH2:32][CH:33]1[CH2:37][O:36][C:35](=[O:38])[O:34]1>CN(C)C=O>[C:1]([C:5]1[CH:6]=[C:7]([C:16]2[C:24]3[C:19](=[N:20][CH:21]=[CH:22][CH:23]=3)[N:18]([CH2:32][CH:33]3[CH2:37][O:36][C:35](=[O:38])[O:34]3)[N:17]=2)[CH:8]=[C:9]([C:12]([CH3:15])([CH3:14])[CH3:13])[C:10]=1[OH:11])([CH3:2])([CH3:3])[CH3:4] |f:1.2.3|. Reported procedure: To a solution of 6.5 g of the compound of Example 1 in 50 ml of dimethylformamide are added 4.1 g of potassium carbonate and 4.1 g of 4-chloromethyl-2-oxo-1,3-dioxolane, and the mixture is stirred at 65° C. for 4 hours. After completion of the reaction, the reaction mixture is poured into ice-cold water, and the precipitate is extracted with ethyl acetate. The extract is washed with water, dried and concentrated, and then the obtained residue is recrystallized from isopropyl ether to give 6 g of... Reaction conditions: time 6 hour. Procedure: To a solution of 5-Methylene-2-(4-trifluoromethoxy-phenyl)-hexahydro-cyclopenta[c]pyrrol-1-one (0.78 g, 2.6 mmol) in dichloromethane (20 mL) was added mCPBA (0.9 g, 5.2 mmol) at 0° C., and the mixture was stirred for 6 h at room temperature. Saturated solution of NaHCO3 (30 mL) was added and stirred for another 0.5 h. The mixture was extracted with dichloromethane (2×30 mL), washed with brine (60 mL) and dried over Na2SO4. The solvent was removed and the residue was purified by prep-TLC with pet... Starting materials: C=C1CC2C(C(N(C2)C2=CC=C(C=C2)OC(F)(F)F)=O)C1 (5-Methylene-2-(4-trifluoromethoxy-phenyl)-hexahydro-cyclopenta[c]pyrrol-1-one), C1=CC(=CC(=C1)Cl)C(=O)OO (mCPBA), C(=O)(O)[O-].[Na+] (NaHCO3). Solvent: ClCCl (dichloromethane). The product is FC(OC1=CC=C(C=C1)N1C(C2C(C1)CC1(OC1)C2)=O)(F)F (rac-(3aR,5S,6aS)-2-[4-(trifluoromethoxy)phenyl]hexahydro-1H-spiro[cyclopenta[c]pyrrole-5,2′-oxiran]-1-one). RXN SMILES: [CH2:1]=[C:2]1[CH2:21][CH:5]2[C:6](=[O:20])[N:7]([C:9]3[CH:14]=[CH:13][C:12]([O:15][C:16]([F:19])([F:18])[F:17])=[CH:11][CH:10]=3)[CH2:8][CH:4]2[CH2:3]1.C1C=C(Cl)C=C(C(OO)=[O:30])C=1.C([O-])(O)=O.[Na+]>ClCCl>[F:18][C:16]([F:17])([F:19])[O:15][C:12]1[CH:11]=[CH:10][C:9]([N:7]2[CH2:8][CH:4]3[CH2:3][C:2]4([CH2:21][CH:5]3[C:6]2=[O:20])[CH2:1][O:30]4)=[CH:14][CH:13]=1 |f:2.3|. The reactants are C(CC)(=O)O (propionic acid), ClCC(=O)OC(CCl)=O (monochloroacetic anhydride), CC=1OC=CC1 (2-methylfuran). Run in C1(=CC=CC=C1)C (toluene). Run at temperature 50 celsius, time 7 hour. Yields the product C(CC)(=O)C=1OC=CC1 (2-propionylfuran). Yield: 47.7%. As a reaction SMILES: [C:1]([OH:5])(=O)[CH2:2][CH3:3].ClCC(OC(=O)CCl)=O.[CH3:15][C:16]1[O:17]C=[CH:19][CH:20]=1>C1(C)C=CC=CC=1>[C:16]([C:15]1[O:5][CH:1]=[CH:2][CH:3]=1)(=[O:17])[CH2:20][CH3:19]. Reported procedure: In 50 ml of toluene were dissolved 3.7 g (0.05 mole) of propionic acid and 10.26 g (0.06 mole) of monochloroacetic anhydride. To the resulting solution were added 5.36 g (0.065 mole) of 2-methylfuran and 0.71 g of boron trifluoride-diethyl ether complex and the resulting mixture was then stirred at 50° C. for 7 hours. After completion of the reaction, the reaction solution was cooled and washed successively with 5% aqueous sodium carbonate solution and water. The organic layer was concentrated u... Starting materials: [NH2-].[Na+] (Sodium amide), C(CC)[Si](C)(C)N[Si](CCC)(C)C (bis(n-propyldimethylsilyl)amine). Run in C1=CC=CC=C1 (benzene). Yields the product C(CC)[Si](C)(C)[N-][Si](CCC)(C)C.[Na+] (Sodium bis(n-propyldimethylsilyl)amide), yellow liquid. Yield: 82.0%. As a reaction SMILES: [NH2-].[Na+:2].[CH2:3]([Si:6]([NH:9][Si:10]([CH3:15])([CH3:14])[CH2:11][CH2:12][CH3:13])([CH3:8])[CH3:7])[CH2:4][CH3:5]>C1C=CC=CC=1>[CH2:11]([Si:10]([N-:9][Si:6]([CH3:8])([CH3:7])[CH2:3][CH2:4][CH3:5])([CH3:14])[CH3:15])[CH2:12][CH3:13].[Na+:2] |f:0.1,4.5|. Procedure details: Sodium bis(n-propyldimethylsilyl)amide was prepared as follows: Sodium amide (1.26 g, 0.0322 mol) was placed in dry benzene and bis(n-propyldimethylsilyl)amine (7.00 g, 0.0322 mol) was added. The mixture was stirred and refluxed for several hours. The benzene solution was filtered through celite and then the benzene was evaporated under vacuum, leaving 6.31 g (82%) of a yellow liquid product, sodium bis(n-propyldimethylsilyl)amide. Its viscosity was measured to be 7.1×104 centipoise at 40° C. It... Reaction SMILES: N1(S(C2C=CC([C:14]3[CH:15]=[C:16]4[N:22]=[C:21]([CH2:23][CH2:24][CH:25]5[NH:31][C:30](=[O:32])[CH2:29][CH2:28][CH2:27][CH2:26]5)[NH:20][C:17]4=[N:18][CH:19]=3)=CC=2)(=O)=O)CCC1.Br[C:34]1[CH:39]=[CH:38][C:37]([S:40]([NH:43][C:44]2[CH:49]=[CH:48][C:47]([CH3:50])=[CH:46][C:45]=2[F:51])(=[O:42])=[O:41])=[CH:36][CH:35]=1.BrC1C=C2N=C(CCC3NC(=O)CCCC3)NC2=NC=1>>[F:51][C:45]1[CH:46]=[C:47]([CH3:50])[CH:48]=[CH:49][C:44]=1[NH:43][S:40]([C:37]1[CH:38]=[CH:39][C:34]([C:14]2[CH:15]=[C:16]3[N:22]=[C:21]([CH2:23][CH2:24][CH:25]4[CH2:26][CH2:27][CH2:28][CH2:29][C:30](=[O:32])[NH:31]4)[NH:20][C:17]3=[N:18][CH:19]=2)=[CH:35][CH:36]=1)(=[O:42])=[O:41]. Product: FC1=C(C=CC(=C1)C)NS(=O)(=O)C1=CC=C(C=C1)C=1C=C2C(=NC1)NC(=N2)CCC2NC(CCCC2)=O (N-(2-Fluoro-4-methyl-phenyl)-4-{2-[2-(7-oxo-azepan-2-yl)-ethyl]-3H-imidazo[4,5-b]pyridin-6-yl}-benzenesulfonamide). Reported procedure: The title compound is synthesized as described for 7-(2-{6-[4-(azetidine-1-sulfonyl)-phenyl]-3H-imidazo[4,5-b]pyridin-2-yl}-ethyl)-azepan-2-one (compound B6) from 472 mg of 4-bromo-N-(2-fluoro-4-methyl-phenyl)-benzenesulfonamide (compound C5) and 300 mg of 7-[2-(6-bromo-3H-imidazo[4,5-b]pyridin-2-yl)-ethyl]-azepan-2-one (compound C1). Purification by chromatography on flash silica gel (eluent gradient: dichloromethane/5-20 vol. % ethanol) yields 185 mg of the title compound as a waxy solid. ESI-... The reactants are N1(CCC1)S(=O)(=O)C1=CC=C(C=C1)C=1C=C2C(=NC1)NC(=N2)CCC2CCCCC(N2)=O (7-(2-{6-[4-(azetidine-1-sulfonyl)-phenyl]-3H-imidazo[4,5-b]pyridin-2-yl}-ethyl)-azepan-2-one), BrC1=CC=C(C=C1)S(=O)(=O)NC1=C(C=C(C=C1)C)F (4-bromo-N-(2-fluoro-4-methyl-phenyl)-benzenesulfonamide), BrC=1C=C2C(=NC1)NC(=N2)CCC2CCCCC(N2)=O (7-[2-(6-bromo-3H-imidazo[4,5-b]pyridin-2-yl)-ethyl]-azepan-2-one), N1(CCC1)S(=O)(=O)C1=CC=C(C=C1)C=1C=C2C(=NC1)NC(=N2)CCC2CCCCC(N2)=O (7-(2-{6-[4-(azetidine-1-sulfonyl)-phenyl]-3H-imidazo[4,5-b]pyridin-2-yl}-ethyl)-azepan-2-one), BrC1=CC=C(C=C1)S(=O)(=O)NC1=C(C=C(C=C1)C)F (4-bromo-N-(2-fluoro-4-methyl-phenyl)-benzenesulfonamide), BrC=1C=C2C(=NC1)NC(=N2)CCC2CCCCC(N2)=O (7-[2-(6-bromo-3H-imidazo[4,5-b]pyridin-2-yl)-ethyl]-azepan-2-one). Starting materials: C(C)(C)(C)OC(=O)N1CCN(CCC1)C1=CC(=CC=C1)C(F)(F)F (4-(3-trifluoromethyl-phenyl)-[1,4]diazepane-1-carboxylic acid tert-butyl ester), [K+].[Br-] (KBr), 3286w. Product: FC(C=1C=C(C=CC1)N1CCNCCC1)(F)F (1-(3-Trifluoromethyl-phenyl)-[1,4]diazepane). Isolated yield 91.0%. As a reaction SMILES: C(OC([N:8]1[CH2:14][CH2:13][CH2:12][N:11]([C:15]2[CH:20]=[CH:19][CH:18]=[C:17]([C:21]([F:24])([F:23])[F:22])[CH:16]=2)[CH2:10][CH2:9]1)=O)(C)(C)C.[K+].[Br-]>>[F:24][C:21]([F:22])([F:23])[C:17]1[CH:16]=[C:15]([N:11]2[CH2:12][CH2:13][CH2:14][NH:8][CH2:9][CH2:10]2)[CH:20]=[CH:19][CH:18]=1 |f:1.2|. Procedure details: The title compound was prepared according to the procedure of Example 1, Step 6 except that 4-(3-trifluoromethyl-phenyl)-[1,4]diazepane-1-carboxylic acid tert-butyl ester was used in place of 4-(2-methoxy-phenyl)-[1,4]diazepane-1-carboxylic acid tert-butyl ester. Yield: 91%; 1H NMR (300 MHz, CDCl3): δ1.77 (brs, 1H), 1.92 (pent, J=5.9 Hz, 2H), 2.84 (t, J=5.8 Hz, 2H), 3.04 (t, J=5.4 Hz, 2H), 3.56-3.62 (m, 4H), 6.77-6.88 (m, 3H), 7.29 (d, J=7.7 Hz, 1H); IR (KBr, cm−1): 3286w; MS (ES) m/z (relative ...